This data is from the Open Reaction Database (ORD), a public repository of structured organic reaction records. The task is: describe an organic reaction: reactants, conditions, products, and yield The reactants are BrB(Br)Br, CCOC(=O)c1cc2c(Cl)c(OC)cc3c2n1CCCCC3=O, ClCCl, O. The product is CCOC(=O)c1cc2c(Cl)c(O)cc3c2n1CCCCC3=O. As a reaction SMILES: [B:24]([Br:25])([Br:26])[Br:27].[Cl:1][c:2]1[c:3]2[cH:4][c:5]([C:19](=[O:20])[O:21][CH2:22][CH3:23])[n:6]3[c:7]2[c:8]([cH:9][c:10]1[O:11][CH3:12])[C:13](=[O:18])[CH2:14][CH2:15][CH2:16][CH2:17]3.[Cl:29][CH2:30][Cl:31].[OH2:28]>>[Cl:1][c:2]1[c:3]2[cH:4][c:5]([C:19](=[O:20])[O:21][CH2:22][CH3:23])[n:6]3[c:7]2[c:8]([cH:9][c:10]1[OH:11])[C:13](=[O:18])[CH2:14][CH2:15][CH2:16][CH2:17]3. The reactants are CC(=O)OOC1C=CC(O[Si](C)(C)C(C)(C)C)C1, CCOC(C)=O, Cc1onc2c1c(=O)[nH]c1cccc(Cl)c12, [K], CN(C)C=O, c1ccc(P(c2ccccc2)(c2ccccc2)[Pd](P(c2ccccc2)(c2ccccc2)c2ccccc2)(P(c2ccccc2)(c2ccccc2)c2ccccc2)P(c2ccccc2)(c2ccccc2)c2ccccc2)cc1. The product is Cc1onc2c1c(=O)n(C1C=CC(O[Si](C)(C)C(C)(C)C)C1)c1cccc(Cl)c21. Reaction SMILES: [C:1]([O:2][O:3][CH:6]1[CH:7]=[CH:8][CH:9]([O:11][Si:12]([CH3:13])([CH3:14])[C:15]([CH3:16])([CH3:17])[CH3:18])[CH2:10]1)(=[O:4])[CH3:5].[CH3:41][CH2:42][O:43][C:44](=[O:45])[CH3:46].[Cl:20][c:21]1[c:22]2[c:23]3[c:24]([c:25](=[O:31])[nH:26][c:27]2[cH:28][cH:29][cH:30]1)[c:32]([CH3:35])[o:33][n:34]3.[K:19].[O:36]=[CH:37][N:38]([CH3:39])[CH3:40].[cH:47]1[cH:48][cH:49][c:50]([P:51]([Pd:52]([P:53]([c:54]2[cH:55][cH:56][cH:57][cH:58][cH:59]2)([c:60]2[cH:61][cH:62][cH:63][cH:64][cH:65]2)[c:66]2[cH:67][cH:68][cH:69][cH:70][cH:71]2)([P:72]([c:73]2[cH:74][cH:75][cH:76][cH:77][cH:78]2)([c:79]2[cH:80][cH:81][cH:82][cH:83][cH:84]2)[c:85]2[cH:86][cH:87][cH:88][cH:89][cH:90]2)[P:91]([c:92]2[cH:93][cH:94][cH:95][cH:96][cH:97]2)([c:98]2[cH:99][cH:100][cH:101][cH:102][cH:103]2)[c:104]2[cH:105][cH:106][cH:107][cH:108][cH:109]2)([c:110]2[cH:111][cH:112][cH:113][cH:114][cH:115]2)[c:116]2[cH:117][cH:118][cH:119][cH:120][cH:121]2)[cH:122][cH:123]1>>[CH:6]1([n:26]2[c:25](=[O:31])[c:24]3[c:23]([c:22]4[c:21]([Cl:20])[cH:30][cH:29][cH:28][c:27]42)[n:34][o:33][c:32]3[CH3:35])[CH:7]=[CH:8][CH:9]([O:11][Si:12]([CH3:13])([CH3:14])[C:15]([CH3:16])([CH3:17])[CH3:18])[CH2:10]1. Starting materials: C(C1=CC=CC=C1)N1CC=CC1 (1-benzyl-3-pyrroline), S(O)(O)(=O)=O (sulfuric acid), C1CCOC1 (THF), (NH4)2S2O8, C[Li] (methyllithium). The solvent is C(C)OCC (diethyl ether), O (water). The product is C(C1=CC=CC=C1)N1CC(C(C1)C)O (1-benzyl-4-methyl-3-pyrrolidinol). Yield: 75.8%. RXN SMILES: [CH2:1]([N:8]1[CH2:12]C=C[CH2:9]1)[C:2]1[CH:7]=[CH:6][CH:5]=[CH:4][CH:3]=1.S(=O)(=O)(O)O.[CH2:18]1[CH2:22][O:21]C[CH2:19]1.C[Li]>C(OCC)C.O>[CH2:1]([N:8]1[CH2:12][CH:18]([CH3:19])[CH:22]([OH:21])[CH2:9]1)[C:2]1[CH:7]=[CH:6][CH:5]=[CH:4][CH:3]=1. Reported procedure: To a solution of 15.9 g (0.1 mol) of 1-benzyl-3-pyrroline, 12.0 g (0.12 mol) of 98% sulfuric acid, and 60.0 g of THF in a quartz round flask reactor, 45.6 g (0.20 mol) of (NH4)2S2O8 (ammonium peroxydisulfate produced by Mitsubishi Gas Chemical Industry Co., Ltd.) was added with stirring and allowed to react for 5 days at room temperature with irradiation by 500 W Xe lamps (UXL-500D xenon lamp produced by Ushio). 300 mL (0.30 mol) of 1 mol/L methyllithium (MeLi) in diethyl ether solution (produce... Starting materials: CN(c1ccccc1-c1ccc2cnc(S(C)=O)nn12)S(C)(=O)=O, COCC(C)O, CCN(C(C)C)C(C)C, CC(O)CN1CCN(c2ccc(N)cc2)CC1. Yields the product CC(O)CN1CCN(c2ccc(Nc3ncc4ccc(-c5ccccc5N(C)S(C)(=O)=O)n4n3)cc2)CC1. Reaction SMILES: [CH3:18][S:19](=[O:20])[c:21]1[n:22][n:23]2[c:24]([cH:25][n:26]1)[cH:27][cH:28][c:29]2-[c:30]1[c:31]([N:36]([S:37](=[O:38])(=[O:39])[CH3:40])[CH3:41])[cH:32][cH:33][cH:34][cH:35]1.[CH3:51][O:52][CH2:53][CH:54]([OH:55])[CH3:56].[CH:42]([N:43]([CH2:44][CH3:45])[CH:46]([CH3:47])[CH3:48])([CH3:49])[CH3:50].[NH2:1][c:2]1[cH:3][cH:4][c:5]([N:8]2[CH2:9][CH2:10][N:11]([CH2:14][CH:15]([CH3:16])[OH:17])[CH2:12][CH2:13]2)[cH:6][cH:7]1>>[NH:1]([c:2]1[cH:3][cH:4][c:5]([N:8]2[CH2:9][CH2:10][N:11]([CH2:14][CH:15]([CH3:16])[OH:17])[CH2:12][CH2:13]2)[cH:6][cH:7]1)[c:21]1[n:22][n:23]2[c:24]([cH:25][n:26]1)[cH:27][cH:28][c:29]2-[c:30]1[c:31]([N:36]([S:37](=[O:38])(=[O:39])[CH3:40])[CH3:41])[cH:32][cH:33][cH:34][cH:35]1.